This data is from the Open Reaction Database (ORD), a public repository of structured organic reaction records. The task is: describe an organic reaction: reactants, conditions, products, and yield Yield: 81.7%. Product: ClC1=CC=C(C=C1)C1=C(C=2N(C(=N1)N1CC(C1)(C(=O)N)NCC)C(N(N2)CC)=O)C2=CC=C(C=C2)Cl (1-(7,8-bis(4-chlorophenyl)-2-ethyl-3-oxo-2,3-dihydro-[1,2,4]triazolo[4,3-c]pyrimidin-5-yl)-3-(ethylamino)azetidine-3-carboxamide). Reaction conditions: temperature 60 celsius, time 30 minute. The reactants are O (water), ClC1=CC=C(C=C1)C1=C(C=2N(C(=N1)N1CC(C1)(C(=O)N)NCC)C(NN2)=O)C2=CC=C(C=C2)Cl (1-(7,8-bis(4-chlorophenyl)-3-oxo-2,3-dihydro-[1,2,4]triazolo[4,3-c]pyrimidin-5-yl)-3-(ethylamino)azetidine-3-carboxamide), C(=O)([O-])[O-].[K+].[K+] (K2CO3), ICC (iodoethane). Reaction SMILES: [Cl:1][C:2]1[CH:7]=[CH:6][C:5]([C:8]2[N:13]=[C:12]([N:14]3[CH2:17][C:16]([NH:21][CH2:22][CH3:23])([C:18]([NH2:20])=[O:19])[CH2:15]3)[N:11]3[C:24](=[O:27])[NH:25][N:26]=[C:10]3[C:9]=2[C:28]2[CH:33]=[CH:32][C:31]([Cl:34])=[CH:30][CH:29]=2)=[CH:4][CH:3]=1.C([O-])([O-])=O.[K+].[K+].I[CH2:42][CH3:43].O>CN(C=O)C.CCOC(C)=O>[Cl:1][C:2]1[CH:3]=[CH:4][C:5]([C:8]2[N:13]=[C:12]([N:14]3[CH2:17][C:16]([NH:21][CH2:22][CH3:23])([C:18]([NH2:20])=[O:19])[CH2:15]3)[N:11]3[C:24](=[O:27])[N:25]([CH2:42][CH3:43])[N:26]=[C:10]3[C:9]=2[C:28]2[CH:29]=[CH:30][C:31]([Cl:34])=[CH:32][CH:33]=2)=[CH:6][CH:7]=1 |f:1.2.3|. Procedure: To a solution of 1-(7,8-bis(4-chlorophenyl)-3-oxo-2,3-dihydro-[1,2,4]triazolo[4,3-c]pyrimidin-5-yl)-3-(ethylamino)azetidine-3-carboxamide (25 mg, 0.05 mmol) in DMF (0.5 mL) at room temperature under argon was added K2CO3 (10 mg, 0.07 mmol), followed by iodoethane (10 mg, 0.064 mmol). The reaction mixture was stirred at 60° C. in a pre-heated oil bath for 30 min. After the reaction mixture was cooled to room temperature, water (5 mL) and EtOAc (5 mL) were added. The layers were separated. The org... Run in CCOC(=O)C (EtOAc), CN(C)C=O (DMF). Starting materials: BrC=1C=NC2=C(C=CC=C2C1CC(=O)O)NC(C1=C(C=CC=C1Cl)Cl)=O (3-bromo-4-carboxymethyl-8-(2,6-dichlorobenzoylamino)quinoline), solution. Run in O1CCCC1 (tetrahydrofuran), O1CCCC1 (tetrahydrofuran). Reaction conditions: time 4 hour. Yields the product BrC=1C=NC2=C(C=CC=C2C1CCO)NC(C1=C(C=CC=C1Cl)Cl)=O (3-bromo-8-(2,6-dichlorobenzoylamino)-4-(2-hydroxyethyl)quinoline). Yield: 54.3%. As a reaction SMILES: [Br:1][C:2]1[CH:3]=[N:4][C:5]2[C:10]([C:11]=1[CH2:12][C:13](O)=[O:14])=[CH:9][CH:8]=[CH:7][C:6]=2[NH:16][C:17](=[O:26])[C:18]1[C:23]([Cl:24])=[CH:22][CH:21]=[CH:20][C:19]=1[Cl:25]>O1CCCC1>[Br:1][C:2]1[CH:3]=[N:4][C:5]2[C:10]([C:11]=1[CH2:12][CH2:13][OH:14])=[CH:9][CH:8]=[CH:7][C:6]=2[NH:16][C:17](=[O:26])[C:18]1[C:23]([Cl:24])=[CH:22][CH:21]=[CH:20][C:19]=1[Cl:25]. Procedure: To a solution of 3-bromo-4-carboxymethyl-8-(2,6-dichlorobenzoylamino)quinoline (130 mg) in dry tetrahydrofuran was added 10M solution of borane-methyl sulfide complex in tetrahydrofuran (0.286 ml) at ambient temperature, and the mixture was stirred for 4 hours at the same temperature. The mixture was quenched by 1N hydrochloric acid and stirred for 1 hour at the same temperature. The mixture was extracted with ethyl acetate, and the extract was washed with saturated sodium bicarbonate solution a... Reactants: O=C([O-])[O-], CC(=O)O, CO, [K+], [K+], Cc1cccc(C(C)C(O)C=CC2C(OC(=O)c3ccccc3)CC3OC(=O)CC32)c1. Product: Cc1cccc(C(C)C(O)C=CC2C(O)CC3OC(=O)CC32)c1. RXN SMILES: [C:32](=[O:33])([O-:34])[O-:35].[CH3:38][C:39](=[O:40])[OH:41].[CH3:42][OH:43].[K+:36].[K+:37].[OH:1][CH:2]([CH:3]=[CH:4][CH:5]1[CH:6]2[CH2:7][C:8](=[O:22])[O:9][CH:10]2[CH2:11][CH:12]1[O:13][C:14](=[O:15])[c:16]1[cH:17][cH:18][cH:19][cH:20][cH:21]1)[CH:23]([CH3:24])[c:25]1[cH:26][c:27]([CH3:31])[cH:28][cH:29][cH:30]1>>[OH:1][CH:2]([CH:3]=[CH:4][CH:5]1[CH:6]2[CH2:7][C:8](=[O:22])[O:9][CH:10]2[CH2:11][CH:12]1[OH:13])[CH:23]([CH3:24])[c:25]1[cH:26][c:27]([CH3:31])[cH:28][cH:29][cH:30]1. Starting materials: CS(=O)(=O)OCC(F)(F)F, CN(C)C=O, O=C(c1ccc2[nH]c(C(=O)N3CCS(=O)(=O)CC3)cc2c1)N1CCN(C2CCCC2)CC1, [H-], [Na+]. Product: O=C(c1ccc2c(c1)cc(C(=O)N1CCS(=O)(=O)CC1)n2CC(F)(F)F)N1CCN(C2CCCC2)CC1. Reaction SMILES: [CH3:35][S:36]([O:37][CH2:40][C:41]([F:42])([F:43])[F:44])(=[O:38])=[O:39].[CH3:45][N:46]([CH3:47])[CH:48]=[O:49].[CH:1]1([N:6]2[CH2:7][CH2:8][N:9]([C:12](=[O:13])[c:14]3[cH:15][c:16]4[cH:17][c:18]([C:23](=[O:24])[N:25]5[CH2:26][CH2:27][S:28](=[O:31])(=[O:32])[CH2:29][CH2:30]5)[nH:19][c:20]4[cH:21][cH:22]3)[CH2:10][CH2:11]2)[CH2:2][CH2:3][CH2:4][CH2:5]1.[H-:33].[Na+:34]>>[CH:1]1([N:6]2[CH2:7][CH2:8][N:9]([C:12](=[O:13])[c:14]3[cH:15][c:16]4[cH:17][c:18]([C:23](=[O:24])[N:25]5[CH2:26][CH2:27][S:28](=[O:31])(=[O:32])[CH2:29][CH2:30]5)[n:19]([CH2:40][C:41]([F:42])([F:43])[F:44])[c:20]4[cH:21][cH:22]3)[CH2:10][CH2:11]2)[CH2:2][CH2:3][CH2:4][CH2:5]1.